Dataset: the Open Reaction Database (ORD), a public repository of structured organic reaction records. Task: describe an organic reaction: reactants, conditions, products, and yield Reactants: C(C)(C)(C)OC(=O)NC1=C2C=NN(C2=CC=C1)C(C(=O)OC)(CC)C1=CC=C(C=C1)Cl (methyl 2-(4-(tert-butoxycarbonylamino)-1H-indazol-1-yl)-2-(4-chlorophenyl)butanoate). The solvent is Cl.CO (HCl MeOH). Run at time 2 hour. Yields the product NC1=C2C=NN(C2=CC=C1)C(C(=O)OC)(CC)C1=CC=C(C=C1)Cl (methyl 2-(4-amino-1H-indazol-1-yl)-2-(4-chlorophenyl)butanoate). RXN SMILES: C(OC([NH:8][C:9]1[CH:17]=[CH:16][CH:15]=[C:14]2[C:10]=1[CH:11]=[N:12][N:13]2[C:18]([C:25]1[CH:30]=[CH:29][C:28]([Cl:31])=[CH:27][CH:26]=1)([CH2:23][CH3:24])[C:19]([O:21][CH3:22])=[O:20])=O)(C)(C)C>Cl.CO>[NH2:8][C:9]1[CH:17]=[CH:16][CH:15]=[C:14]2[C:10]=1[CH:11]=[N:12][N:13]2[C:18]([C:25]1[CH:26]=[CH:27][C:28]([Cl:31])=[CH:29][CH:30]=1)([CH2:23][CH3:24])[C:19]([O:21][CH3:22])=[O:20] |f:1.2|. Reported procedure: A mixture of methyl 2-(4-(tert-butoxycarbonylamino)-1H-indazol-1-yl)-2-(4-chlorophenyl)butanoate (3.0 g, 6.8 mmol), as described in Example 18 Step D, in 4 N HCl/MeOH (20 mL) was stirred at room temperature for 2 h. After removing the solvent, the residue was dissolved in ethyl acetate (80 mL), pH value adjusted to 9-10 with saturated sodium bicarbonate solution, dried over sodium sulfate, then filtered. After removing the organic solvent, the residue was used for the next step without purificat... RXN SMILES: [CH3:1][O:2][C:3](=[O:12])[C:4]1[CH:9]=[CH:8][C:7]([O:10][CH3:11])=[CH:6][CH:5]=1.[CH3:13][C:14]1[CH:22]=[CH:21][CH:20]=[CH:19][C:15]=1[C:16](Cl)=[O:17].[Sn](Cl)(Cl)(Cl)Cl>ClC1C=CC=CC=1>[CH3:1][O:2][C:3](=[O:12])[C:4]1[CH:9]=[CH:8][C:7]([O:10][CH3:11])=[C:6]([C:16](=[O:17])[C:15]2[CH:19]=[CH:20][CH:21]=[CH:22][C:14]=2[CH3:13])[CH:5]=1. Yield: 2.3%. Run at temperature 140 celsius. The product is COC(C1=CC(=C(C=C1)OC)C(C1=C(C=CC=C1)C)=O)=O (4-Methoxy-3-(2-methyl-benzoyl)-benzoic acid methyl ester). Procedure details: 4-Methoxybenzoic acid methyl ester (5.00 g, 30.1 mmol) and 2-methylbenzoyl chloride (4.88 g, 31.6 mmol) were dissolved in chlorobenzene (10 ml), tin(IV) chloride (9.41 g, 36.1 mmol) was added cautiously, and the mixture was heated to 140° C. for 3 h. The addition of the acid chloride and tin tetrachloride was repeated twice, and the mixture subsequently heated to 140° C. for 3 h each time. The mixture was poured onto 300 ml of ice/water and extracted with DCM. The combined extracts were dried ov... The reactants are COC(C1=CC=C(C=C1)OC)=O (4-Methoxybenzoic acid methyl ester), CC1=C(C(=O)Cl)C=CC=C1 (2-methylbenzoyl chloride), acid chloride, [Sn](Cl)(Cl)(Cl)Cl (tin tetrachloride), [Sn](Cl)(Cl)(Cl)Cl (tin(IV) chloride), ice water. Run in ClC1=CC=CC=C1 (chlorobenzene). Starting materials: CS(=O)(=O)C=1C=C(C=C(C1OCCC)OCC1=CC=CC=C1)C(CCC(=O)C1=CC(=C(C(=C1)OC)OC)OC)=O (1-(3-Methylsulfonyl-4-n-propoxy-5-benzyloxyphenyl)-4-(3,4,5-trimethoxyphenyl)butan-1,4-dione), CS(=O)(=O)C=1C=C(C=C(C1OCCC)OCC1=CC=CC=C1)[C@H](CCC(O)C1=CC(=C(C(=C1)OC)OC)OC)O ((-)-(1S)-1-(3-Methylsulfonyl-4-n-propoxy-5-benzyloxyphenyl)-4-(3,4,5-trimethoxyphenyl)butan-1,4-diol). Product: CS(=O)(=O)C=1C=C(C=C(C1OCCC)OCC1=CC=CC=C1)C(CCC(O)C1=CC(=C(C(=C1)OC)OC)OC)O (1-(3-Methylsulfonyl-4-n-propoxy-5-benzyloxyphenyl)-4-(3,4,5-trimethoxyphenyl)butan-1,4diol). As a reaction SMILES: [CH3:1][S:2]([C:5]1[CH:6]=[C:7]([C:23](=[O:40])[CH2:24][CH2:25][C:26]([C:28]2[CH:33]=[C:32]([O:34][CH3:35])[C:31]([O:36][CH3:37])=[C:30]([O:38][CH3:39])[CH:29]=2)=[O:27])[CH:8]=[C:9]([O:15][CH2:16][C:17]2[CH:22]=[CH:21][CH:20]=[CH:19][CH:18]=2)[C:10]=1[O:11][CH2:12][CH2:13][CH3:14])(=[O:4])=[O:3].CS(C1C=C([C@@H](O)CCC(C2C=C(OC)C(OC)=C(OC)C=2)O)C=C(OCC2C=CC=CC=2)C=1OCCC)(=O)=O>>[CH3:1][S:2]([C:5]1[CH:6]=[C:7]([CH:23]([OH:40])[CH2:24][CH2:25][CH:26]([C:28]2[CH:33]=[C:32]([O:34][CH3:35])[C:31]([O:36][CH3:37])=[C:30]([O:38][CH3:39])[CH:29]=2)[OH:27])[CH:8]=[C:9]([O:15][CH2:16][C:17]2[CH:22]=[CH:21][CH:20]=[CH:19][CH:18]=2)[C:10]=1[O:11][CH2:12][CH2:13][CH3:14])(=[O:3])=[O:4]. Procedure details: This compound was prepared from 1-(3-methylsulfonyl-4-n-propoxy-5-benzyloxyphenyl)-4-(3,4,5-trimethoxyphenyl)butan-1,4-dione (STEP D) as shown for (-)-(1S)-1-(3-methylsulfonyl-4-n-propoxy-5-benzyloxyphenyl)-4-(3,4,5-trimethoxyphenyl)butan-1-ol-4-one (STEP F) and used without further purification.